From a dataset of the Open Reaction Database (ORD), a public repository of structured organic reaction records. describe an organic reaction: reactants, conditions, products, and yield As a reaction SMILES: [C:1](#[N:2])[c:3]1[c:4]([CH:24]=[CH:25][C:26](=[O:27])[NH:28][c:29]2[cH:30][c:31]([O:37][CH3:38])[c:32]([O:35][CH3:36])[cH:33][cH:34]2)[n:5]([CH:14]2[CH2:15][CH2:16][CH2:17][c:18]3[cH:19][cH:20][cH:21][cH:22][c:23]32)[c:6]2[n:7][c:8]([CH3:13])[cH:9][c:10]([CH3:12])[c:11]12.[C:44].[CH2:39]1[O:40][CH2:41][CH2:42][CH2:43]1.[CH3:46][OH:47].[Pd:45]>>[C:1](#[N:2])[c:3]1[c:4]([CH2:24][CH2:25][C:26](=[O:27])[NH:28][c:29]2[cH:30][c:31]([O:37][CH3:38])[c:32]([O:35][CH3:36])[cH:33][cH:34]2)[n:5]([CH:14]2[CH2:15][CH2:16][CH2:17][c:18]3[cH:19][cH:20][cH:21][cH:22][c:23]32)[c:6]2[n:7][c:8]([CH3:13])[cH:9][c:10]([CH3:12])[c:11]12. Reactants: COc1ccc(NC(=O)C=Cc2c(C#N)c3c(C)cc(C)nc3n2C2CCCc3ccccc32)cc1OC, C, C1CCOC1, CO, [Pd]. Yields the product COc1ccc(NC(=O)CCc2c(C#N)c3c(C)cc(C)nc3n2C2CCCc3ccccc32)cc1OC. Reactants: CC1(C)OB(c2cnc(N)nc2)OC1(C)C, CN1CCC(N(C)Cc2cc3nc(Cl)nc(N4CCOCC4)c3s2)C1, O=Cc1cc2nc(Cl)nc(N3CCOCC3)c2s1. Product: CN1CCC(N(C)Cc2cc3nc(-c4cnc(N)nc4)nc(N4CCOCC4)c3s2)C1. As a reaction SMILES: [CH3:44][C:45]1([CH3:46])[C:47]([CH3:48])([CH3:49])[O:50][B:51]([c:52]2[cH:53][n:54][c:55]([NH2:58])[n:56][cH:57]2)[O:59]1.[Cl:19][c:20]1[n:21][c:22]([N:38]2[CH2:39][CH2:40][O:41][CH2:42][CH2:43]2)[c:23]2[c:24]([n:25]1)[cH:26][c:27]([CH2:29][N:30]([CH:31]1[CH2:32][N:33]([CH3:36])[CH2:34][CH2:35]1)[CH3:37])[s:28]2.[Cl:1][c:2]1[n:3][c:4]([N:5]2[CH2:6][CH2:7][O:8][CH2:9][CH2:10]2)[c:11]2[s:12][c:13]([CH:14]=[O:15])[cH:16][c:17]2[n:18]1>>[c:20]1(-[c:52]2[cH:53][n:54][c:55]([NH2:58])[n:56][cH:57]2)[n:21][c:22]([N:38]2[CH2:39][CH2:40][O:41][CH2:42][CH2:43]2)[c:23]2[c:24]([n:25]1)[cH:26][c:27]([CH2:29][N:30]([CH:31]1[CH2:32][N:33]([CH3:36])[CH2:34][CH2:35]1)[CH3:37])[s:28]2.